Task: describe an organic reaction: reactants, conditions, products, and yield. Dataset: the Open Reaction Database (ORD), a public repository of structured organic reaction records Starting materials: ClC1=CC=C(C(=O)N2CC(N(C3=C(C2)C=CC=C3)CC(=O)OC(C)(C)C)=O)C=C1 (t-butyl [4-(4-chlorobenzoyl)-2-oxo-2,3,4,5-tetrahydrobenzo[e][1,4]diazepin-1-yl]acetate), FC(C(=O)O)(F)F (trifluoroacetic acid). Solvent: ClCCl (dichloromethane). Reaction conditions: time 1 hour. The product is FC(C(=O)O)(F)F.ClC1=CC=C(C(=O)N2CC(N(C3=C(C2)C=CC=C3)CC(=O)O)=O)C=C1 ([4-(4-chlorobenzoyl)-2-oxo-2,3,4,5-tetrahydrobenzo[e][1,4]diazepin-1-yl]acetic acid trifluoroacetate). RXN SMILES: [Cl:1][C:2]1[CH:29]=[CH:28][C:5]([C:6]([N:8]2[CH2:14][C:13]3[CH:15]=[CH:16][CH:17]=[CH:18][C:12]=3[N:11]([CH2:19][C:20]([O:22]C(C)(C)C)=[O:21])[C:10](=[O:27])[CH2:9]2)=[O:7])=[CH:4][CH:3]=1.[F:30][C:31]([F:36])([F:35])[C:32]([OH:34])=[O:33]>ClCCl>[F:30][C:31]([F:36])([F:35])[C:32]([OH:34])=[O:33].[Cl:1][C:2]1[CH:3]=[CH:4][C:5]([C:6]([N:8]2[CH2:14][C:13]3[CH:15]=[CH:16][CH:17]=[CH:18][C:12]=3[N:11]([CH2:19][C:20]([OH:22])=[O:21])[C:10](=[O:27])[CH2:9]2)=[O:7])=[CH:28][CH:29]=1 |f:3.4|. Procedure details: 400 mg (0.97 mmol) of t-butyl [4-(4-chlorobenzoyl)-2-oxo-2,3,4,5-tetrahydrobenzo[e][1,4]diazepin-1-yl]acetate was dissolved in a mixture of 2 ml of dichloromethane and 2 ml of trifluoroacetic acid, and the obtained solution was stirred at room temperature for 1 hour. The solvent was evaporated to obtain the crude title compound. Reactants: CCOC(=O)c1cc(C(=O)OCC)n(CC(=O)OC(C)(C)C)n1, CCOC(C)=O, Cl, [Li+], C1CCOC1, [OH-], O, c1cn[nH]c1. Product: CCOC(=O)c1cc(C(=O)O)n(CC(=O)OC(C)(C)C)n1. As a reaction SMILES: [CH2:6]([CH3:7])[O:8][C:9](=[O:10])[c:11]1[n:12][n:13]([CH2:21][C:22](=[O:23])[O:24][C:25]([CH3:26])([CH3:27])[CH3:28])[c:14]([C:16](=[O:17])[O:18][CH2:19][CH3:20])[cH:15]1.[CH3:38][CH2:39][O:40][C:41](=[O:42])[CH3:43].[ClH:31].[Li+:30].[O:32]1[CH2:33][CH2:34][CH2:35][CH2:36]1.[OH-:29].[OH2:37].[nH:1]1[cH:2][cH:3][cH:4][n:5]1>>[CH2:6]([CH3:7])[O:8][C:9](=[O:10])[c:11]1[n:12][n:13]([CH2:21][C:22](=[O:23])[O:24][C:25]([CH3:26])([CH3:27])[CH3:28])[c:14]([C:16](=[O:17])[OH:18])[cH:15]1. Reactants: S1C(=CC=C1)CCC(=O)O (3-(2-thienyl)propanoic acid). The solvent is C1CCOC1 (THF). Run at temperature 0 celsius, time 2 hour. Yields the product S1C(=CC=C1)CCCO (3-(2-Thienyl)propanol), oil. The yield is 100.0%. As a reaction SMILES: [S:1]1[CH:5]=[CH:4][CH:3]=[C:2]1[CH2:6][CH2:7][C:8](O)=[O:9]>C1COCC1>[S:1]1[CH:5]=[CH:4][CH:3]=[C:2]1[CH2:6][CH2:7][CH2:8][OH:9]. Reported procedure: Borane methylsulfide complex (6.4 mL, 12.8 mmol) was added to a solution of 3-(2-thienyl)propanoic acid (1.0 g, 6.4 mmol) in THF (18 mL) at 0° C. The reaction mixture was stirred at 0° C. for 2 hours and at room temperature for 3 additional hours. After cooling down to 0° C., the reaction was quenched by addition of a saturated solution of potassium carbonate (5 mL). The aqueous layer was separated and extracted with ethyl acetate (2×15 mL) and diethyl ether (2×15 mL). The combined organic phase... Reactants: BrC=1C(=C2CCC(NC2=CC1)=S)Cl (6-bromo-5-chloro-3,4-dihydroquinoline-2(1H)-thione), C(C)(=O)NN (acetic hydrazide). Solvent: C(CCC)O (n-butanol). Run at temperature 120 celsius. Yields the product BrC=1C(=C2CCC=3N(C2=CC1)C(=NN3)C)Cl (7-bromo-6-chloro-1-methyl-4,5-dihydro-[1,2,4]triazolo[4,3-a]quinoline). As a reaction SMILES: [Br:1][C:2]1[C:3]([Cl:13])=[C:4]2[C:9](=[CH:10][CH:11]=1)[NH:8][C:7](=S)[CH2:6][CH2:5]2.[C:14]([NH:17][NH2:18])(=O)[CH3:15]>C(O)CCC>[Br:1][C:2]1[C:3]([Cl:13])=[C:4]2[C:9](=[CH:10][CH:11]=1)[N:8]1[C:14]([CH3:15])=[N:17][N:18]=[C:7]1[CH2:6][CH2:5]2. Reported procedure: To a stirred solution of 6-bromo-5-chloro-3,4-dihydroquinoline-2(1H)-thione (143-6; 0.3 g, 0.0012 mol) in n-butanol (10 mL) was added acetic hydrazide (0.2 g, 0.00213 mol). Reaction mass was heated at 120° C. for 16 h. The reaction mixture was concentrated and directly purified by silica gel column chromatography to obtain title compound. MS (M+1): 298.0. Reactants: C1(=CC(=CC=C1)CC(=O)O)C1=CC=CC=C1 (biphenyl-3-yl acetic acid), C(C)(C)[N-]C(C)C.[Li+] (lithium diisopropyl amide), O (water), BrCC(=C)C (3-bromo-2-methylpropene). Run in O1CCCC1 (tetrahydrofuran), O1CCCC1 (tetrahydrofuran), CO.ClCCl (methanol dichloromethane). Reaction conditions: temperature 0 celsius, time 40 minute. Yields the product C1(=CC(=CC=C1)C(C(=O)O)=CC(C)C)C1=CC=CC=C1 (2-biphenyl-3-yl-4-methylpentenoic acid). Reaction SMILES: [C:1]1([C:11]2[CH:16]=[CH:15][CH:14]=[CH:13][CH:12]=2)[CH:6]=[CH:5][CH:4]=[C:3]([CH2:7][C:8]([OH:10])=[O:9])[CH:2]=1.C([N-]C(C)C)(C)C.[Li+].Br[CH2:26][C:27]([CH3:29])=[CH2:28].O>O1CCCC1.CO.ClCCl>[C:1]1([C:11]2[CH:16]=[CH:15][CH:14]=[CH:13][CH:12]=2)[CH:6]=[CH:5][CH:4]=[C:3]([C:7](=[CH:26][CH:27]([CH3:29])[CH3:28])[C:8]([OH:10])=[O:9])[CH:2]=1 |f:1.2,6.7|. Procedure: A solution of biphenyl-3-yl acetic acid (7.0 g, 33 mmol) in anhydrous tetrahydrofuran (84 mL) was added dropwise to a solution of lithium diisopropyl amide (36.4 mL, 2M solution in hexanes) in anhydrous tetrahydrofuran (84 mL) at −78° C. The mixture was allowed to warm to 0° C. and stirred for 40 min. The mixture was then cooled to −78° C. and 3-bromo-2-methylpropene (4.97 mL) rapidly added. The mixture was stirred for 1 h at −78° C. then water (28 mL) added and the organics removed under reduce... The reactants are O=C([O-])O, CC(C)C[AlH]CC(C)C, Cl, Cc1cn(-c2cc(C)c(N)c(C#N)c2)cn1, [Na+], C1CCOC1. Yields the product Cc1cn(-c2cc(C)c(N)c(C=O)c2)cn1. RXN SMILES: [C:27]([O-:28])(=[O:29])[OH:30].[CH3:17][CH:18]([CH2:19][AlH:20][CH2:21][CH:22]([CH3:23])[CH3:24])[CH3:25].[ClH:26].[NH2:1][c:2]1[c:3]([CH3:16])[cH:4][c:5](-[n:10]2[cH:11][n:12][c:13]([CH3:15])[cH:14]2)[cH:6][c:7]1[C:8]#[N:9].[Na+:31].[O:32]1[CH2:33][CH2:34][CH2:35][CH2:36]1>>[NH2:1][c:2]1[c:3]([CH3:16])[cH:4][c:5](-[n:10]2[cH:11][n:12][c:13]([CH3:15])[cH:14]2)[cH:6][c:7]1[CH:8]=[O:28]. The reactants are FC1=C(C=CC(=C1OC)F)OC (2,4-difluoro-1,3-dimethoxybenzene), B(Br)(Br)Br (boron tribromide), B(Br)(Br)Br (boron tribromide). Run in ClCCl (dichloromethane). Run at time 36 hour. The product is FC1=C(O)C=CC(=C1O)F (2,4-difluororesorcinol). The yield is 90.7%. As a reaction SMILES: [F:1][C:2]1[C:7]([O:8]C)=[C:6]([F:10])[CH:5]=[CH:4][C:3]=1[O:11]C.B(Br)(Br)Br>ClCCl>[F:1][C:2]1[C:7]([OH:8])=[C:6]([F:10])[CH:5]=[CH:4][C:3]=1[OH:11]. Procedure: A solution of Compound 3 (0.64 g, 3.7 mmol) in dichloromethane (0.3M, anhydrous) at room temperature under nitrogen is treated with boron tribromide solution (3.0 equivalents, 1.0M in dichloromethane, Aldrich or Fluka) via syringe over five minutes. The reaction is monitored by TLC, and takes 24-48 hours to reach completion; an additional 0.5 equivalents of boron tribromide solution is sometimes necessary to drive the reaction to completion. The reaction mixture is carefully quenched with water,...